From a dataset of the Open Reaction Database (ORD), a public repository of structured organic reaction records. describe an organic reaction: reactants, conditions, products, and yield Reactants: C(C)(C)(C)OC(=O)N1C[C@H](NCC1)C(=O)O ((S)-4-(tert-butoxycarbonyl)piperazine-2-carboxylic acid), C(=O)([O-])[O-].[Na+].[Na+] (Na2CO3), C(=O)(OCC1C2=CC=CC=C2C2=CC=CC=C12)Cl (FMOC-Cl). The solvent is O (water), O1CCOCC1 (1,4-dioxane), O (water). Conditions: time 16 hour. Product: C1=CC=CC=2C3=CC=CC=C3C(C12)COC(=O)N1[C@@H](CN(CC1)C(=O)OC(C)(C)C)C(=O)O ((S)-1-[((9H-Fluoren-9-yl)methoxy)carbonyl)-4-(tert-butoxycarbonyl)piperazine-2-carboxylic acid). The yield is 44.3%. RXN SMILES: [C:1]([O:5][C:6]([N:8]1[CH2:13][CH2:12][NH:11][C@H:10]([C:14]([OH:16])=[O:15])[CH2:9]1)=[O:7])([CH3:4])([CH3:3])[CH3:2].C([O-])([O-])=O.[Na+].[Na+].[C:23](Cl)([O:25][CH2:26][CH:27]1[C:39]2[C:34](=[CH:35][CH:36]=[CH:37][CH:38]=2)[C:33]2[C:28]1=[CH:29][CH:30]=[CH:31][CH:32]=2)=[O:24]>O.O1CCOCC1>[CH:38]1[C:39]2[CH:27]([CH2:26][O:25][C:23]([N:11]3[CH2:12][CH2:13][N:8]([C:6]([O:5][C:1]([CH3:4])([CH3:2])[CH3:3])=[O:7])[CH2:9][C@H:10]3[C:14]([OH:16])=[O:15])=[O:24])[C:28]3[C:33](=[CH:32][CH:31]=[CH:30][CH:29]=3)[C:34]=2[CH:35]=[CH:36][CH:37]=1 |f:1.2.3|. Procedure details: To a stirred mixture of (S)-4-(tert-butoxycarbonyl)piperazine-2-carboxylic acid (1.0 g, 4.34 mmol) and Na2CO3 (0.90 g, 10.80 mmol) in water (10 mL) was added solution of FMOC-Cl (1.23 g, 4.77 mmol) in 1,4-dioxane (10 mL) dropwise at 0° C. The reaction mixture was stirred at room temperature for 16 h then diluted with water (50 mL) and washed with MTBE (25 mL). The aqueous layer was acidified with 1N aqueous HCl (10 mL) to pH 2 and extracted with EtOAc (3×50 mL). The combined organic extracts wer... The reactants are ClC1=C(C=2C(=C(N=CC2)N)O1)C (2-chloro-3-methylfuro[2,3-c]pyridin-7-amine), IN1C(CCC1=O)=O (N-iodosuccinimide). Solvent: CC#N (MeCN). Run at time 8 hour. Product: ClC1=C(C=2C(=C(N=CC2I)N)O1)C (2-chloro-4-iodo-3-methylfuro[2,3-c]pyridin-7-amine). Yield: 67.8%. Reaction SMILES: [Cl:1][C:2]1[O:11][C:5]2=[C:6]([NH2:10])[N:7]=[CH:8][CH:9]=[C:4]2[C:3]=1[CH3:12].[I:13]N1C(=O)CCC1=O>CC#N>[Cl:1][C:2]1[O:11][C:5]2=[C:6]([NH2:10])[N:7]=[CH:8][C:9]([I:13])=[C:4]2[C:3]=1[CH3:12]. Procedure: 2-chloro-3-methylfuro[2,3-c]pyridin-7-amine (1.0 g, 5.5 mmol) in MeCN (30 mL) was treated with N-iodosuccinimide (1.70 g, 7.52 mmol), added portionwise over a 5 min period. The mixture was stirred at RT for overnight. The reaction was quenched with 20% aqueous Na2S2O3 and stirred for 10 min. EtOAc (100 mL) was added and the phases separated. The organic phase was washed with 20% aqueous Na2S2O3, then water and finally with brine. After drying over Na2SO4, the organic extracts were filtered and c... The reactants are COC(CN1C(=C(C2=CC(=CC=C12)F)CC=1SC=CC1S(=O)(=O)C1=CC=CC=C1)C)=O ([3-(3-benzenesulfonylthiophen-2-ylmethyl)-5-fluoro-2-methylindol-1-yl]acetic acid methyl ester), [OH-].[Li+] (lithium hydroxide). Run in O1CCCC1 (tetrahydrofuran). Run at time 1 hour. Yields the product C1(=CC=CC=C1)S(=O)(=O)C1=C(SC=C1)CC1=C(N(C2=CC=C(C=C12)F)CC(=O)O)C ([3-(3-benzenesulfonylthiophen-2-ylmethyl)-5-fluoro-2-methylindol-1-yl]acetic acid). Yield: 92.3%. Reaction SMILES: C[O:2][C:3](=[O:31])[CH2:4][N:5]1[C:13]2[C:8](=[CH:9][C:10]([F:14])=[CH:11][CH:12]=2)[C:7]([CH2:15][C:16]2[S:17][CH:18]=[CH:19][C:20]=2[S:21]([C:24]2[CH:29]=[CH:28][CH:27]=[CH:26][CH:25]=2)(=[O:23])=[O:22])=[C:6]1[CH3:30].[OH-].[Li+]>O1CCCC1>[C:24]1([S:21]([C:20]2[CH:19]=[CH:18][S:17][C:16]=2[CH2:15][C:7]2[C:8]3[C:13](=[CH:12][CH:11]=[C:10]([F:14])[CH:9]=3)[N:5]([CH2:4][C:3]([OH:31])=[O:2])[C:6]=2[CH3:30])(=[O:23])=[O:22])[CH:29]=[CH:28][CH:27]=[CH:26][CH:25]=1 |f:1.2|. Procedure details: A solution of [3-(3-benzenesulfonylthiophen-2-ylmethyl)-5-fluoro-2-methylindol-1-yl]acetic acid methyl ester (0.19 g) in tetrahydrofuran (10 mL) was treated with 1.0 M aqueous lithium hydroxide solution (0.8 mL), and the resulting mixture was stirred at room temperature for 1 hour. The mixture was concentrated under reduced pressure, pH adjusted to 4 by the addition of 0.1 M aqueous hydrochloric acid solution and extracted with ethyl acetate. The combined organic extract was washed with saturate... Starting materials: NC1=C(C2=CC=CC=C2C=C1)C1=C(C=CC2=CC=CC=C12)P(C1=CC=CC=C1)C1=CC=CC=C1 ((−)-2-amino-2′-diphenylphosphino-1,1′-binaphthyl), saturated aqueous solution, [Cl-].[NH4+] (ammonium chloride), N1=CC=CC=C1 (pyridine), ClC(=O)OC (methyl chloroformate). Run in C(Cl)Cl (methylene chloride). Run at time 21 hour. Product: COC(=O)NC1=C(C2=CC=CC=C2C=C1)C1=C(C=CC2=CC=CC=C12)P(C1=CC=CC=C1)C1=CC=CC=C1 ((+)-2-methoxycarbonylamino-2′-diphenylphosphino-1,1′-binaphthyl). The yield is 92.2%. RXN SMILES: [NH2:1][C:2]1[CH:11]=[CH:10][C:9]2[C:4](=[CH:5][CH:6]=[CH:7][CH:8]=2)[C:3]=1[C:12]1[C:21]2[C:16](=[CH:17][CH:18]=[CH:19][CH:20]=2)[CH:15]=[CH:14][C:13]=1[P:22]([C:29]1[CH:34]=[CH:33][CH:32]=[CH:31][CH:30]=1)[C:23]1[CH:28]=[CH:27][CH:26]=[CH:25][CH:24]=1.N1C=CC=CC=1.Cl[C:42]([O:44][CH3:45])=[O:43].[Cl-].[NH4+]>C(Cl)Cl>[CH3:45][O:44][C:42]([NH:1][C:2]1[CH:11]=[CH:10][C:9]2[C:4](=[CH:5][CH:6]=[CH:7][CH:8]=2)[C:3]=1[C:12]1[C:21]2[C:16](=[CH:17][CH:18]=[CH:19][CH:20]=2)[CH:15]=[CH:14][C:13]=1[P:22]([C:29]1[CH:30]=[CH:31][CH:32]=[CH:33][CH:34]=1)[C:23]1[CH:24]=[CH:25][CH:26]=[CH:27][CH:28]=1)=[O:43] |f:3.4|. Procedure: 1.20 gram (2.65 mmol) of (−)-2-amino-2′-diphenylphosphino-1,1′-binaphthyl (1-1a) was dissolved in 53 ml of methylene chloride, followed by the addition of 0.26 ml (3.18 mmol) of pyridine and 0.23 ml (2.91 mmol) of methyl chloroformate under 0° C. The reaction mixture was stirred at room temperature for 21 hours. To the reaction solution, 40 ml of saturated aqueous solution of ammonium chloride was added and extracted with 100 ml of methylene chloride. The extract was washed with 80 ml of brine, ... Starting materials: CC(C)C(NC(=O)OC(C)(C)C)C(=O)C1C(=O)NC(=O)C1C, C1COCCO1, Cl. Product: Cl, CC(C)C(N)C(=O)C1C(=O)NC(=O)C1C. RXN SMILES: [C:1]([O:2][C:3](=[O:4])[NH:8][CH:9]([C:10](=[O:11])[CH:12]1[C:13](=[O:19])[NH:14][C:15](=[O:18])[CH:16]1[CH3:17])[CH:20]([CH3:21])[CH3:22])([CH3:5])([CH3:6])[CH3:7].[CH2:24]1[O:25][CH2:26][CH2:27][O:28][CH2:29]1.[ClH:23]>>[ClH:23].[NH2:8][CH:9]([C:10](=[O:11])[CH:12]1[C:13](=[O:19])[NH:14][C:15](=[O:18])[CH:16]1[CH3:17])[CH:20]([CH3:21])[CH3:22]. Reaction SMILES: [CH2:1]1[CH:12]2[CH:4]([NH:5][C:6]3[C:7]([C:13]([NH:15][C@H:16]([CH3:20])[C:17](O)=[O:18])=[O:14])=[CH:8][CH:9]=[CH:10][C:11]=32)[CH2:3][CH2:2]1>C(O)(=O)C>[CH3:20][C@H:16]1[NH:15][C:13](=[O:14])[C:7]2=[C:6]3[C:11](=[CH:10][CH:9]=[CH:8]2)[CH:12]2[CH2:1][CH2:2][CH2:3][CH:4]2[N:5]3[C:17]1=[O:18]. Yields the product C[C@@H]1C(N2C3C(C4=CC=CC(=C24)C(N1)=O)CCC3)=O ((2R)-2-Methyl-2,3,8,9,10,10a-Hexahydro-7bH-Cyclopenta[b]-[1,4]Diazepino-[6,7,1-hi]Indole-1,4-Dione). Solvent: C(C)(=O)O (acetic acid). Reported procedure: Following the procedure of method 7E, (2R)-2-[(1,2,3,3a,4,8b-hexahydrocyclopenta[b]indol-5-ylcarbonyl)amino]propanoic acid was cyclized by refluxing in acetic acid (50 mL). Purification by flash chromatography through silica gel (elution with 5% methanol-chloroform) provided each diastereomer: less polar product (1.5 mmol, 0.39 g, 56% over 2 steps) arbitrarily assigned as the R,R configuration and more polar product (0.47 mmol, 0.11 g, 17% over 2 steps) assigned as the S,S configuration. The reactants are C1CCC2NC=3C(=CC=CC3C21)C(=O)N[C@@H](C(=O)O)C ((2R)-2-[(1,2,3,3a,4,8b-hexahydrocyclopenta[b]indol-5-ylcarbonyl)amino]propanoic acid).